Dataset: the Open Reaction Database (ORD), a public repository of structured organic reaction records. Task: describe an organic reaction: reactants, conditions, products, and yield Starting materials: BrC1=NC(=CC=C1)NN (2-bromo-6-hydrazinylpyridine), C(=O)(N1C=NC=C1)N1C=NC=C1 (carbonyldiimidazole). Solvent: O (water), CCOC(=O)C (EtOAc), C1CCOC1 (THF). Run at time 1 hour. The product is BrC1=CC=CC=2N1C(NN2)=O (5-bromo-[1,2,4]triazolo[4,3-a]pyridin-3(2H)-one). Yield: 63.9%. As a reaction SMILES: [Br:1][C:2]1[CH:7]=[CH:6][CH:5]=[C:4]([NH:8][NH2:9])[N:3]=1.[C:10](N1C=CN=C1)(N1C=CN=C1)=[O:11]>C1COCC1.O.CCOC(C)=O>[Br:1][C:2]1[N:3]2[C:10](=[O:11])[NH:9][N:8]=[C:4]2[CH:5]=[CH:6][CH:7]=1. Reported procedure: To a solution of 2-2 (1.1 g, 5.85 mmol) in THF (50 mL) was added carbonyldiimidazole (1.14 g, 7.02 mmol), and the mixture was stirred for 1 h. The reaction was diluted with water (150 mL) and EtOAc (150 mL), causing a precipitate to form. The mixture was filtered through a sintered glass filter, yielding 0.8 g (64%) of 2-3 as a tan solid. 1H NMR (300 MHz, CHCl3-d) δ 9.34 (s, 1H), 7.03 (m, 1H), 6.85 (m, 1H), 6.59 (m, 1H). Reactants: NC1=C(C(=O)O)C=C(C=C1[N+](=O)[O-])C (2-amino-5-methyl-3-nitro-benzoic acid), CCOCC (ether). Solvent: CO (methanol). The product is COC(C1=C(C(=CC(=C1)C)[N+](=O)[O-])N)=O (2-Amino-5-methyl-3-nitro-benzoic acid methyl ester). Yield: 83.0%. Reaction SMILES: [NH2:1][C:2]1[C:10]([N+:11]([O-:13])=[O:12])=[CH:9][C:8]([CH3:14])=[CH:7][C:3]=1[C:4]([OH:6])=[O:5].[CH3:15]COCC>CO>[CH3:15][O:5][C:4](=[O:6])[C:3]1[CH:7]=[C:8]([CH3:14])[CH:9]=[C:10]([N+:11]([O-:13])=[O:12])[C:2]=1[NH2:1]. Reported procedure: To a solution of 2-amino-5-methyl-3-nitro-benzoic acid (5 g, 24 mmol) in a mixture of methanol & ether (8:2, 50 mL), a freshly generated diazomethane gas collected in ether was added until the reaction completes. The reaction mixture was evaporated under reduced pressure and was purified by flash column chromatography using 5% ethyl acetate in hexane as an eluent to get 4.5 g (83%) of the required product as a yellow coloured solid. The reactants are C(C1=CC=CC=C1)N1CCN(CC1)C1=C2C(=NC=C1)NC=C2NC(C2=CN=CC=C2)=O (N-(4-(4-Benzylpiperazin-1-yl)-1H-pyrrolo[2,3-b]pyridin-3-yl)nicotinamide). The reagents and catalysts are Cl (HCl), [Pd] (Pd/C). Run in CO (MeOH). Reaction conditions: time 8 hour. The product is crude product, N1(CCNCC1)C1=C2C(=NC=C1)NC=C2NC(C2=CN=CC=C2)=O (N-(4-(piperazin-1-yl)-1H-pyrrolo[2,3-b]pyridin-3-yl)nicotinamide). Yield: 81.6%. Reaction SMILES: C([N:8]1[CH2:13][CH2:12][N:11]([C:14]2[CH:19]=[CH:18][N:17]=[C:16]3[NH:20][CH:21]=[C:22]([NH:23][C:24](=[O:31])[C:25]4[CH:30]=[CH:29][CH:28]=[N:27][CH:26]=4)[C:15]=23)[CH2:10][CH2:9]1)C1C=CC=CC=1>CO.Cl.[Pd]>[N:11]1([C:14]2[CH:19]=[CH:18][N:17]=[C:16]3[NH:20][CH:21]=[C:22]([NH:23][C:24](=[O:31])[C:25]4[CH:30]=[CH:29][CH:28]=[N:27][CH:26]=4)[C:15]=23)[CH2:10][CH2:9][NH:8][CH2:13][CH2:12]1. Reported procedure: N-(4-(4-Benzylpiperazin-1-yl)-1H-pyrrolo[2,3-b]pyridin-3-yl)nicotinamide (0.080 g, 0.19 mmol) was placed in MeOH (2 mL). Pd/C (0.0206 g, 0.0194 mmol) was then added, followed by the addition of 4 drops of concentrated HCl. The reaction was then placed under a balloon of H2 and stirred overnight. The reaction was filtered, washed with MeOH and concentrated to give the crude product N-(4-(piperazin-1-yl)-1H-pyrrolo[2,3-b]pyridin-3-yl)nicotinamide (0.050 g, 79.9% yield) which was used without furth... The reactants are COc1ccc2c(c1CNC(=O)OC(C)(C)C)Oc1c(ccc(OC)c1CC(=O)O)C2(C)C, ClCCl, CN(C)c1ccncc1, C(=NC1CCCCC1)=NC1CCCCC1, OCc1ccccc1. Yields the product COc1ccc2c(c1CNC(=O)OC(C)(C)C)Oc1c(ccc(OC)c1CC(=O)OCc1ccccc1)C2(C)C. As a reaction SMILES: [C:1]([CH3:2])([CH3:3])([CH3:4])[O:5][C:6](=[O:7])[NH:8][CH2:9][c:10]1[c:11]2[c:20]([cH:21][cH:22][c:23]1[O:24][CH3:25])[C:19]([CH3:26])([CH3:27])[c:18]1[c:13]([c:14]([CH2:30][C:31](=[O:32])[OH:33])[c:15]([O:28][CH3:29])[cH:16][cH:17]1)[O:12]2.[CH2:57]([Cl:58])[Cl:59].[CH3:60][N:61]([CH3:62])[c:63]1[cH:64][cH:65][n:66][cH:67][cH:68]1.[CH:42]1([N:43]=[C:44]=[N:45][CH:46]2[CH2:47][CH2:48][CH2:49][CH2:50][CH2:51]2)[CH2:52][CH2:53][CH2:54][CH2:55][CH2:56]1.[OH:34][CH2:35][c:36]1[cH:37][cH:38][cH:39][cH:40][cH:41]1>>[C:1]([CH3:2])([CH3:3])([CH3:4])[O:5][C:6](=[O:7])[NH:8][CH2:9][c:10]1[c:11]2[c:20]([cH:21][cH:22][c:23]1[O:24][CH3:25])[C:19]([CH3:26])([CH3:27])[c:18]1[c:13]([c:14]([CH2:30][C:31](=[O:32])[O:33][CH2:35][c:36]3[cH:37][cH:38][cH:39][cH:40][cH:41]3)[c:15]([O:28][CH3:29])[cH:16][cH:17]1)[O:12]2.